From a dataset of the Open Reaction Database (ORD), a public repository of structured organic reaction records. describe an organic reaction: reactants, conditions, products, and yield Reactants: C(CC#C)OCC1=C(C=C(C(=C1)Cl)CC1=CC=C(C=C1)CC)C1(O[C@@H]([C@H]([C@@H]([C@H]1O)O)O)CO)OC ((3R,4S,5S,6R)-2-(2-((but-3-ynyloxy)methyl)-4-chloro-5-(4-ethylbenzyl)phenyl)-6-(hydroxymethyl)-2-methoxytetrahydro-2H-pyran-3,4,5-triol), CC#N (CH3CN), [SiH](CC)(CC)CC (Et3SiH), B(F)(F)F.CCOCC (BF3.OEt2). The solvent is C(Cl)Cl (CH2Cl2). Conditions: time 4 hour. Yields the product C(CC#C)OCC1=C(C=C(C(=C1)Cl)CC1=CC=C(C=C1)CC)[C@@H]1O[C@@H]([C@H]([C@@H]([C@H]1O)O)O)CO ((2S,3R,4R,5S,6R)-2-(2-((but-3-ynyloxy)methyl)-4-chloro-5-(4-ethylbenzyl)phenyl)-6-(hydroxymethyl)tetrahydro-2H-pyran-3,4,5-triol). The yield is 31.0%. RXN SMILES: [CH2:1]([O:5][CH2:6][C:7]1[CH:12]=[C:11]([Cl:13])[C:10]([CH2:14][C:15]2[CH:20]=[CH:19][C:18]([CH2:21][CH3:22])=[CH:17][CH:16]=2)=[CH:9][C:8]=1[C:23]1(OC)[C@H:28]([OH:29])[C@@H:27]([OH:30])[C@H:26]([OH:31])[C@@H:25]([CH2:32][OH:33])[O:24]1)[CH2:2][C:3]#[CH:4].CC#N.[SiH](CC)(CC)CC.B(F)(F)F.CCOCC>C(Cl)Cl>[CH2:1]([O:5][CH2:6][C:7]1[CH:12]=[C:11]([Cl:13])[C:10]([CH2:14][C:15]2[CH:16]=[CH:17][C:18]([CH2:21][CH3:22])=[CH:19][CH:20]=2)=[CH:9][C:8]=1[C@H:23]1[C@H:28]([OH:29])[C@@H:27]([OH:30])[C@H:26]([OH:31])[C@@H:25]([CH2:32][OH:33])[O:24]1)[CH2:2][C:3]#[CH:4] |f:3.4|. Procedure: To a cooled solution (−30° C.) of (3R,4S,5S,6R)-2-(2-((but-3-ynyloxy)methyl)-4-chloro-5-(4-ethylbenzyl)phenyl)-6-(hydroxymethyl)-2-methoxytetrahydro-2H-pyran-3,4,5-triol (BW) (12 mg, 0.0238 mmol) in 0.5 mL of 1:1 CH2Cl2:CH3CN was added Et3SiH (16 μL, 0.1 mmol) followed by addition of BF3.OEt2 (10 μL, 0.0789 mmol). After stirring for about 4 h, the reaction was quenched with a saturated solution of NaHCO3. The solution was extracted with ethyl acetate and the extracts were washed with brine, foll...